From a dataset of the Open Reaction Database (ORD), a public repository of structured organic reaction records. describe an organic reaction: reactants, conditions, products, and yield The reactants are N(C(=N)N)C=1SC=C(N1)C(=O)NC1=CC=C(OCC(=O)OCC)C=C1 (ethyl {4-[(2-guanidino-thiazole-4-carbonyl)-amino]-phenoxy}-acetate), Cl (hydrochloric acid). The product is Cl.N(C(=N)N)C=1SC=C(N1)C(=O)NC1=CC=C(OCC(=O)O)C=C1 ([4-[(2-guanidino-thiazole-4-carbonyl)- amino]-phenoxy]-acetic acid hydrochloride). Reaction SMILES: [NH:1]([C:5]1[S:6][CH:7]=[C:8]([C:10]([NH:12][C:13]2[CH:25]=[CH:24][C:16]([O:17][CH2:18][C:19]([O:21]CC)=[O:20])=[CH:15][CH:14]=2)=[O:11])[N:9]=1)[C:2]([NH2:4])=[NH:3].[ClH:26]>>[ClH:26].[NH:1]([C:5]1[S:6][CH:7]=[C:8]([C:10]([NH:12][C:13]2[CH:25]=[CH:24][C:16]([O:17][CH2:18][C:19]([OH:21])=[O:20])=[CH:15][CH:14]=2)=[O:11])[N:9]=1)[C:2]([NH2:4])=[NH:3] |f:2.3|. Reported procedure: 227 mg of ethyl {4-[(2-guanidino-thiazole-4-carbonyl)-amino]-phenoxy}-acetate are stirred for 3 days at RT in 25% hydrochloric acid. The precipitate is filtered off under suction, washed with water, triturated in methanol, filtered off under suction and dried. There are obtained 165 mg of [4-[(2-guanidino-thiazole-4-carbonyl)- amino]-phenoxy]-acetic acid hydrochloride (1:1); m.p. 278° C., MS: 336 (M+H)+. The reactants are C(C)C1=CC=C(CC2=C(C=C(C(=O)OC)C=C2)O)C=C1 (methyl 4-(4-ehtylbenzyl)-3-hydroxy-benzoate), C([O-])([O-])=O.[K+].[K+] (potassium carbonate), C(C1=CC=CC=C1)Br (benzyl bromide), O (Water). Run in CN(C=O)C (N,N-dimethylformamide). Run at time 13 hour. Yields the product C(C1=CC=CC=C1)OC=1C=C(CO)C=CC1CC1=CC=C(C=C1)CC (3-benzyloxy-4-(4-ethylbenzyl)benzyl alcohol). As a reaction SMILES: [CH2:1]([C:3]1[CH:20]=[CH:19][C:6]([CH2:7][C:8]2[CH:17]=[CH:16][C:11]([C:12]([O:14]C)=O)=[CH:10][C:9]=2[OH:18])=[CH:5][CH:4]=1)[CH3:2].C(=O)([O-])[O-].[K+].[K+].[CH2:27](Br)[C:28]1[CH:33]=[CH:32][CH:31]=[CH:30][CH:29]=1.O>CN(C)C=O>[CH2:27]([O:18][C:9]1[CH:10]=[C:11]([CH:16]=[CH:17][C:8]=1[CH2:7][C:6]1[CH:5]=[CH:4][C:3]([CH2:1][CH3:2])=[CH:20][CH:19]=1)[CH2:12][OH:14])[C:28]1[CH:33]=[CH:32][CH:31]=[CH:30][CH:29]=1 |f:1.2.3|. Procedure: To a solution of methyl 4-(4-ehtylbenzyl)-3-hydroxy-benzoate (1.3 g) in N,N-dimethylformamide (15 mL) were added potassium carbonate (0.79 g) and benzyl bromide (0.62 mL), and the mixture was stirred at room temperature for 13 hours. Water was added to the reaction mixture, and the mixture was extracted with diethyl ether. The organic layer was washed with water and dried over anhydrous magnesium sulfate, and the solvent was removed under reduced pressure. The residue was dissolved in diethyl et... Reactants: Cl.NC(C(=O)O)CCC1=C(C=CC=C1)[N+](=O)[O-] (2-amino-4-(2-nitrophenyl)butyric acid hydrochloride), [H][H] (hydrogen). Reagents/catalysts: [Pd] (Pd-C). Run in O (water). The product is NC(C(=O)O)CCC1=C(C=CC=C1)N (2-amino-4-(2-aminophenyl)butyric acid). Reaction SMILES: Cl.[NH2:2][CH:3]([CH2:7][CH2:8][C:9]1[CH:14]=[CH:13][CH:12]=[CH:11][C:10]=1[N+:15]([O-])=O)[C:4]([OH:6])=[O:5].[H][H]>O.[Pd]>[NH2:2][CH:3]([CH2:7][CH2:8][C:9]1[CH:14]=[CH:13][CH:12]=[CH:11][C:10]=1[NH2:15])[C:4]([OH:6])=[O:5] |f:0.1|. Procedure details: Alternatively, a solution of 2-amino-4-(2-nitrophenyl)butyric acid hydrochloride (2.5 g) in water (200 ml) was hydrogenated at room temperature and atmospheric pressure, using 10% Pd-C (0.5 g) as catalyst. After uptake of hydrogen ceased, the catalyst was filtered off, and the filtrate evaporated to dryness. The residue was dissolved in water (50 ml) and the pH adjusted to 7 by the addition of 10% sodium hydroxide. The solid was filtered off, washed with water, and dried to give 2-amino-4-(2-ami...